From a dataset of the Open Reaction Database (ORD), a public repository of structured organic reaction records. describe an organic reaction: reactants, conditions, products, and yield Reaction SMILES: C1(C)C=CC=CC=1.[Cl:8][C:9]1[CH:10]=[C:11]2[C:15](=[CH:16][CH:17]=1)[NH:14][C:13]([CH3:18])=[C:12]2[S:19][CH:20]1[CH2:25][CH2:24][NH:23][CH2:22][CH2:21]1.C(=O)([O-])[O-].[Na+].[Na+].I[CH2:33][CH2:34][N:35]1[CH:39]=[CH:38][CH:37]=[CH:36]1>O.ClCCl>[Cl:8][C:9]1[CH:10]=[C:11]2[C:15](=[CH:16][CH:17]=1)[NH:14][C:13]([CH3:18])=[C:12]2[S:19][CH:20]1[CH2:25][CH2:24][N:23]([CH2:33][CH2:34][N:35]2[CH:39]=[CH:38][CH:37]=[CH:36]2)[CH2:22][CH2:21]1 |f:2.3.4,6.7|. Product: ClC=1C=C2C(=C(NC2=CC1)C)SC1CCN(CC1)CCN1C=CC=C1 (5-chloro-2-methyl-3-[[1-[2-(1H-pyrrol-1-yl)ethyl]piperidin-4-yl]thio]-1H-indole). The solvent is O.ClCCl (water dichloromethane). Reactants: C1(=CC=CC=C1)C (toluene), ClC=1C=C2C(=C(NC2=CC1)C)SC1CCNCC1 (5-chloro-2-methyl-3-(piperidin-4-ylthio)-1H-indole), C([O-])([O-])=O.[Na+].[Na+] (sodium carbonate), ICCN1C=CC=C1 (1-(2-iodoethyl)-1H-pyrrole). Procedure: A toluene solution (100 ml) of 5-chloro-2-methyl-3-(piperidin-4-ylthio)-1H-indole (1.09 g, prepared in Example 18), sodium carbonate (0.78 g) and 1-(2-iodoethyl)-1H-pyrrole (0.92 g, prepared according to GALEAZZI, E.; GUZMAN, A.; PINEDO, A.; SALDANA, A.; TORRE, D.; MUCHOWSKI, J. M., Can. J. Chem. (1983) 61, 454-60) is refluxed for 15 hours. The reaction mixture is taken up in a water/dichloromethane mixture. The organic phase is dried over magnesium sulfate and concentrated. The residue is chrom... Reactants: C(C)(C)N1CCN(CC1)C=1SC2=C(N1)C=CC=C2 (2-(4-isopropylpiperazin-1-yl)benzothiazole), [H-].[Na+] (NaH), CN(C)C=O (DMF), ClCCCS(=O)(=O)O (3-chloropropane-1-sulfonic acid), CN(C)C=O (DMF). Conditions: time 30 minute. Product: O=S1(N(CCC1)CC=1C=CC2=C(N=C(S2)N2CCN(CC2)C(C)C)C1)=O (5-(1,1-dioxo-1λ6-iso-thiazolidin-2-ylmethyl)-2-(4-isopropylpiperazin-1-yl)benzothiazole). Isolated yield 45.0%. As a reaction SMILES: [CH:1]([N:4]1[CH2:9][CH2:8][N:7]([C:10]2[S:11][C:12]3[CH:18]=[CH:17][CH:16]=[CH:15][C:13]=3[N:14]=2)[CH2:6][CH2:5]1)([CH3:3])[CH3:2].[H-].[Na+].Cl[CH2:22][CH2:23][CH2:24][S:25]([OH:28])(=O)=[O:26].[CH3:29][N:30](C=O)C>>[O:26]=[S:25]1(=[O:28])[CH2:24][CH2:23][CH2:22][N:30]1[CH2:29][C:16]1[CH:17]=[CH:18][C:12]2[S:11][C:10]([N:7]3[CH2:6][CH2:5][N:4]([CH:1]([CH3:3])[CH3:2])[CH2:9][CH2:8]3)=[N:14][C:13]=2[CH:15]=1 |f:1.2|. Reported procedure: To a solution of 5-aminomethyl-[2-(4-isopropylpiperazin-1-yl)benzothiazole (439 mg, 1.51 mmol) in DMF (10 mL) was added NaH (181 mg, 4.53 mmol) at 0° C. The mixture was allowed to warm to rt. After 30 min, a solution of 3-chloropropane-1-sulfonic acid (373 mg, 2.11 mmol) in DMF (1.67 mL) was added at rt. The reaction mixture was stirred at rt for 2 h and then quenched with water. The volatiles were removed and the residue was extracted with ethyl acetate. The organic extract was washed with brin... The reactants are C(OC(C)(C)C)(OC1=CC(=NN1C1=NC=CC=C1)C1=CC(=CC=C1)I)=O (tert-butyl 3-(3-iodophenyl)-1-(pyridin-2-yl)-1H-pyrazol-5-yl carbonate), C(OC1=CC(=NN1C1=NC=CC=C1)C1=CC=C(C=C1)Br)(OC(C)(C)C)=O (3-(4-bromophenyl)-1-(pyridin-2-yl)-1H-pyrazol-5-yl tert-butyl carbonate). Yields the product C(OC1=CC(=NN1C1=NC=CC=C1)C=1C=C(C=CC1)C1=CC=CC=C1)(OC(C)(C)C)=O (3-(biphenyl-3-yl)-1-(pyridin-2-yl)-1H-pyrazol-5-yl tert-butyl carbonate). The yield is 89.0%. RXN SMILES: [C:1](=[O:26])([O:7][C:8]1[N:12]([C:13]2[CH:18]=[CH:17][CH:16]=[CH:15][N:14]=2)[N:11]=[C:10]([C:19]2[CH:24]=[CH:23][CH:22]=[C:21](I)[CH:20]=2)[CH:9]=1)[O:2][C:3]([CH3:6])([CH3:5])[CH3:4].C(=O)(OC(C)(C)C)OC1N(C2C=CC=CN=2)N=C([C:40]2[CH:45]=[CH:44][C:43](Br)=[CH:42][CH:41]=2)C=1>>[C:1](=[O:26])([O:2][C:3]([CH3:6])([CH3:5])[CH3:4])[O:7][C:8]1[N:12]([C:13]2[CH:18]=[CH:17][CH:16]=[CH:15][N:14]=2)[N:11]=[C:10]([C:19]2[CH:20]=[C:21]([C:40]3[CH:45]=[CH:44][CH:43]=[CH:42][CH:41]=3)[CH:22]=[CH:23][CH:24]=2)[CH:9]=1. Procedure: The title compound was prepared in the same manner as in Example C-1, except that an equimolar amount of 3-(3-iodophenyl)-1-(pyridin-2-yl)-1H-pyrazol-5-yl tert-butyl carbonate (23) prepared in Example B-4 was used in place of Compound 21 prepared in Example B-2. Reactants: [C-]#N, Oc1ccc(CCl)cc1. Product: N#CCc1ccc(O)cc1. As a reaction SMILES: [C-:10]#[N:11].[Cl:1][CH2:2][c:3]1[cH:4][cH:5][c:6]([OH:9])[cH:7][cH:8]1>>[CH2:2]([c:3]1[cH:4][cH:5][c:6]([OH:9])[cH:7][cH:8]1)[C:10]#[N:11]. Reactants: [Br-].C(C)(=O)C=1C=[N+](C=CC1CC1C(C2=CC=C(C=C2CC1)OC)=O)CC1=CC=C(C=C1)F (2-[[3-acetyl-1-[(4-fluorophenyl)methyl]pyridin-1-ium-4-yl]methyl]-6-methoxy-tetralin-1-one bromide), C1C=CN(C=C1C(=O)N)CC2=CC=CC=C2 (BNAH). The product is C(C)(=O)C1=CN(C=CC1CC1C(C2=CC=C(C=C2CC1)OC)=O)CC1=CC=C(C=C1)F (2-[[3-acetyl-1-[(4-fluorophenyl)methyl]-4H-pyridin-4-yl]methyl]-6-methoxy-tetralin-1-one). As a reaction SMILES: [Br-].[C:2]([C:5]1[CH:6]=[N+:7]([CH2:25][C:26]2[CH:31]=[CH:30][C:29]([F:32])=[CH:28][CH:27]=2)[CH:8]=[CH:9][C:10]=1[CH2:11][CH:12]1[CH2:21][CH2:20][C:19]2[C:14](=[CH:15][CH:16]=[C:17]([O:22][CH3:23])[CH:18]=2)[C:13]1=[O:24])(=[O:4])[CH3:3].C1C(C(N)=O)=CN(CC2C=CC=CC=2)C=C1>>[C:2]([C:5]1[CH:10]([CH2:11][CH:12]2[CH2:21][CH2:20][C:19]3[C:14](=[CH:15][CH:16]=[C:17]([O:22][CH3:23])[CH:18]=3)[C:13]2=[O:24])[CH:9]=[CH:8][N:7]([CH2:25][C:26]2[CH:31]=[CH:30][C:29]([F:32])=[CH:28][CH:27]=2)[CH:6]=1)(=[O:4])[CH3:3] |f:0.1|. Procedure details: The title compound 155 is prepared according to the procedure reported in Example 39.1 with compound 129 (75 mg, 0.15 mmol) and BNAH (32 mg, 1 equiv) as reactants. Yellow solid. (Yield 31.4 mg, 50%). Starting materials: BrCC1=CC(=NN1C)CC (5-(bromomethyl)-3-ethyl-1-methyl-1H-pyrazole), N.O (NH3.H2O). Yields the product C(C)C1=NN(C(=C1)CN)C ((3-ethyl-1-methyl-1H-pyrazol-5-yl)methanamine). RXN SMILES: Br[CH2:2][C:3]1[N:7]([CH3:8])[N:6]=[C:5]([CH2:9][CH3:10])[CH:4]=1.[NH3:11].O>>[CH2:9]([C:5]1[CH:4]=[C:3]([CH2:2][NH2:11])[N:7]([CH3:8])[N:6]=1)[CH3:10] |f:1.2|. Procedure: A solution of compound 5 (660 mg, 3.27 mmol) in NH3.H2O (5 mL) was stirred at 90° C. for 3 h. The solvent was evaporated to give the crude product as a white solid which was used in the next step without further purification. Reactants: CC1(OC(CC(O1)=O)=O)C (2,2-dimethyl-1,3-dioxane-4,6-dione), C(OCC)(OCC)OCC (triethyl orthoformate), COC=1C=C(C=C(C1)OC)N (3,5-Dimethoxybenzenamine). Run in CCCCCC (hexane). Conditions: temperature 100 celsius, time 1.5 hour. Yields the product COC=1C=C(C=C(C1)OC)NC=C1C(OC(OC1=O)(C)C)=O (5-((3,5-dimethoxyphenylamino)methylene)-2,2-dimethyl-1,3-dioxane-4,6-dione). As a reaction SMILES: [CH3:1][C:2]1([CH3:10])[O:7][C:6](=[O:8])[CH2:5][C:4](=[O:9])[O:3]1.[CH:11](OCC)(OCC)OCC.[CH3:21][O:22][C:23]1[CH:24]=[C:25]([NH2:31])[CH:26]=[C:27]([O:29][CH3:30])[CH:28]=1>CCCCCC>[CH3:30][O:29][C:27]1[CH:26]=[C:25]([NH:31][CH:11]=[C:5]2[C:6](=[O:8])[O:7][C:2]([CH3:10])([CH3:1])[O:3][C:4]2=[O:9])[CH:24]=[C:23]([O:22][CH3:21])[CH:28]=1. Reported procedure: In a dried 2-necked round bottom flask equipped with reflux condenser and inert atmosphere, 2,2-dimethyl-1,3-dioxane-4,6-dione (5.3 g, 37 mmol) was dissolved in triethyl orthoformate (37 ml, 221 mmol) and the mixture was stirred at 100° C. under nitrogen for 1.5 h. 3,5-Dimethoxybenzenamine (5.6 g, 37 mmol) was added and heating continued for 4.5 h. The reaction mixture was cooled down to RT and poured into hexane (50 mL). The solid was filtered off and washed with hexane to afford 5-((3,5-dimeth...